From a dataset of the Open Reaction Database (ORD), a public repository of structured organic reaction records. describe an organic reaction: reactants, conditions, products, and yield Reactants: COc1cc(Br)c(C(O)c2ccc(C)cc2)cc1OCc1ccccc1, ClCCl. Product: COc1cc(Br)c(C(=O)c2ccc(C)cc2)cc1OCc1ccccc1. As a reaction SMILES: [CH2:1]([c:2]1[cH:3][cH:4][cH:5][cH:6][cH:7]1)[O:8][c:9]1[c:10]([O:25][CH3:26])[cH:11][c:12]([Br:24])[c:13]([CH:15]([OH:16])[c:17]2[cH:18][cH:19][c:20]([CH3:23])[cH:21][cH:22]2)[cH:14]1.[Cl:27][CH2:28][Cl:29]>>[CH2:1]([c:2]1[cH:3][cH:4][cH:5][cH:6][cH:7]1)[O:8][c:9]1[c:10]([O:25][CH3:26])[cH:11][c:12]([Br:24])[c:13]([C:15](=[O:16])[c:17]2[cH:18][cH:19][c:20]([CH3:23])[cH:21][cH:22]2)[cH:14]1. Starting materials: CCCC[N+](CCCC)(CCCC)CCCC, ClCCl, O=S(=O)(O)O, O=S(=O)([O-])O, Cc1ccc(C(=O)c2cc(CCO)on2)cc1. The product is Cc1ccc(C(=O)c2cc(CC(=O)O)on2)cc1. Reaction SMILES: [CH2:28]([N+:29]([CH2:30][CH2:31][CH2:32][CH3:33])([CH2:34][CH2:35][CH2:36][CH3:37])[CH2:38][CH2:39][CH2:40][CH3:41])[CH2:42][CH2:43][CH3:44].[Cl:45][CH2:46][Cl:47].[S:18]([OH:19])(=[O:20])(=[O:21])[OH:22].[S:23]([O-:24])([OH:25])(=[O:26])=[O:27].[c:1]1([CH3:17])[cH:2][cH:3][c:4]([C:7](=[O:8])[c:9]2[n:10][o:11][c:12]([CH2:14][CH2:15][OH:16])[cH:13]2)[cH:5][cH:6]1>>[c:1]1([CH3:17])[cH:2][cH:3][c:4]([C:7](=[O:8])[c:9]2[n:10][o:11][c:12]([CH2:14][C:15](=[O:16])[OH:19])[cH:13]2)[cH:5][cH:6]1.